Task: describe an organic reaction: reactants, conditions, products, and yield. Dataset: the Open Reaction Database (ORD), a public repository of structured organic reaction records The product is C1CN2CCC(CC2)N1. As a reaction SMILES: [Al+3:12].[H-:11].[H-:14].[H-:15].[H-:16].[Li+:13].[N:1]12[CH2:2][C:3](=[O:10])[NH:4][CH:5]([CH2:6][CH2:7]1)[CH2:8][CH2:9]2.[O:18]1[CH2:19][CH2:20][O:21][CH2:22][CH2:23]1.[OH2:17]>>[N:1]12[CH2:2][CH2:3][NH:4][CH:5]([CH2:6][CH2:7]1)[CH2:8][CH2:9]2. Starting materials: [Al+3], [H-], [H-], [H-], [H-], [Li+], O=C1CN2CCC(CC2)N1, C1COCCO1, O.